Dataset: the Open Reaction Database (ORD), a public repository of structured organic reaction records. Task: describe an organic reaction: reactants, conditions, products, and yield The reactants are C(C1=CC=CC=C1)OC(=O)Cl (Benzylchloroformate), FC1=CC=C(C=C1)CCN (4-fluorophenylethyl amine). Solvent: CN(C)C=O (DMF). Conditions: time 3 hour. Yields the product C(C1=CC=CC=C1)OC(=O)NCCC1=CC=C(C=C1)F (N-Benzyloxycarbonyl-2-(para-fluorophenyl)ethylamine). Isolated yield 43.7%. Reaction SMILES: [CH2:1]([O:8][C:9](Cl)=[O:10])[C:2]1[CH:7]=[CH:6][CH:5]=[CH:4][CH:3]=1.[F:12][C:13]1[CH:18]=[CH:17][C:16]([CH2:19][CH2:20][NH2:21])=[CH:15][CH:14]=1>CN(C=O)C>[CH2:1]([O:8][C:9]([NH:21][CH2:20][CH2:19][C:16]1[CH:17]=[CH:18][C:13]([F:12])=[CH:14][CH:15]=1)=[O:10])[C:2]1[CH:7]=[CH:6][CH:5]=[CH:4][CH:3]=1. Reported procedure: Benzylchloroformate (12.2 g, 72 mmol) was added dropwise to a stirred solution, at 0° C., of 4-fluorophenylethyl amine (9.42 g, 72 mmol) in 50 mL of DMF. The mixture was stirred for an additional 3 hours at the same temperature. The reaction was quenched with water and extracted with 3×100 mL of ethyl acetate. The combined ethyl acetate extracts were washed with 2×100 mL of 5% HCl, water and dried, over Na2SO4. Evaporation of the solvent resulted in a yellowish solid which was purified by recrys... The yield is 46.2%. RXN SMILES: [O:1]=[C:2]1[C:12]2[CH:11]=[C:10]3[O:13][CH2:14][O:15][C:9]3=[CH:8][C:7]=2[C:4]2([CH2:6][CH2:5]2)[N:3]1[CH2:16][CH2:17][CH:18]1[CH2:23][CH2:22][N:21](C(OC(C)(C)C)=O)[CH2:20][CH2:19]1.[ClH:31]>C(O)C>[ClH:31].[NH:21]1[CH2:22][CH2:23][CH:18]([CH2:17][CH2:16][N:3]2[C:4]3([CH2:6][CH2:5]3)[C:7]3[CH:8]=[C:9]4[O:15][CH2:14][O:13][C:10]4=[CH:11][C:12]=3[C:2]2=[O:1])[CH2:19][CH2:20]1 |f:3.4|. Starting materials: O=C1N(C2(CC2)C=2C=C3C(=CC12)OCO3)CCC3CCN(CC3)C(=O)OC(C)(C)C (tert-butyl 4-[2-(5-oxospiro[[1,3]dioxolo[4,5-f]isoindole-7,1′-cyclopropane]-6-yl)ethyl]piperidine-1-carboxylate), Cl (hydrochloric acid). The product is Cl.N1CCC(CC1)CCN1C(C=2C=C3C(=CC2C12CC2)OCO3)=O (6-[2-(4-piperidyl)ethyl]spiro[[1,3]dioxolo[4,5-f]isoindole-7,1′-cyclopropane]-5-one hydrochloride). Conditions: time 5 hour. The solvent is C(C)O (ethanol). Reported procedure: To a reaction vessel, all compound XV obtained in the above step and 750 ml ethanol were added. The mixture was heated until dissolved completely, 36 ml concentrated hydrochloric acid was added, the reaction was kept at about 50-55° C. for 5 h, concentrated to about 200 ml under reduced pressure, 900 ml ethyl acetate was added dropwise, cooled and filtered, the filter cake was washed and dried, and 24.3 g compound II-5 was obtained, with yield of 46.2% (calculated according to compound IX-1). 1H... The reactants are COc1ccc(-c2ccc(S(C)(=O)=O)cc2)cc1C(C)NC1CCC(N(C)C(=O)OC(C)(C)C)CC1, O=C(Cl)c1sc2c(F)ccc(F)c2c1Cl. Product: COc1ccc(-c2ccc(S(C)(=O)=O)cc2)cc1C(C)N(C(=O)c1sc2c(F)ccc(F)c2c1Cl)C1CCC(N(C)C(=O)OC(C)(C)C)CC1. Reaction SMILES: [CH3:1][S:2](=[O:3])(=[O:4])[c:5]1[cH:6][cH:7][c:8](-[c:11]2[cH:12][c:13]([CH:19]([CH3:20])[NH:21][CH:22]3[CH2:23][CH2:24][CH:25]([N:28]([C:29]([O:30][C:31]([CH3:32])([CH3:33])[CH3:34])=[O:35])[CH3:36])[CH2:26][CH2:27]3)[c:14]([O:17][CH3:18])[cH:15][cH:16]2)[cH:9][cH:10]1.[Cl:37][c:38]1[c:39]2[c:40]([s:41][c:42]1[C:43](=[O:44])[Cl:45])[c:46]([F:51])[cH:47][cH:48][c:49]2[F:50]>>[CH3:1][S:2](=[O:3])(=[O:4])[c:5]1[cH:6][cH:7][c:8](-[c:11]2[cH:12][c:13]([CH:19]([CH3:20])[N:21]([CH:22]3[CH2:23][CH2:24][CH:25]([N:28]([C:29]([O:30][C:31]([CH3:32])([CH3:33])[CH3:34])=[O:35])[CH3:36])[CH2:26][CH2:27]3)[C:43]([c:42]3[c:38]([Cl:37])[c:39]4[c:40]([s:41]3)[c:46]([F:51])[cH:47][cH:48][c:49]4[F:50])=[O:44])[c:14]([O:17][CH3:18])[cH:15][cH:16]2)[cH:9][cH:10]1.